Dataset: the Open Reaction Database (ORD), a public repository of structured organic reaction records. Task: describe an organic reaction: reactants, conditions, products, and yield The reactants are Cl (hydrochloric acid), CC1=NC=C(N1CCO)[N+](=O)[O-] (metronidazole), C1(CCCCC1)N=C=NC1CCCCC1 (1,3-dicyclohexylcarbodiimide), C(CCCCCCC\C=C/C\C=C/CCCCC)(=O)O (linoleic acid). Reagents/catalysts: CN(C)C1=CC=NC=C1 (4-(N,N-dimethylamino)pyridine). Run in ClCCl (dichloromethane). Reaction conditions: time 8 hour. Product: CC=1NC(=C(N1)CCOC(CCCCCCC\C=C/C\C=C/CCCCC)=O)[N+](=O)[O-] (2-(2-methyl-5-nitroimidazolyl)ethyl-z,z-octadeca-9,12-dienoate). Reaction SMILES: [CH3:1][C:2]1[N:6](CCO)[C:5]([N+:10]([O-:12])=[O:11])=[CH:4][N:3]=1.[CH:13]1(N=C=NC2CCCCC2)CCCC[CH2:14]1.[C:28]([OH:47])(=[O:46])[CH2:29][CH2:30][CH2:31][CH2:32][CH2:33][CH2:34][CH2:35]/[CH:36]=[CH:37]\[CH2:38]/[CH:39]=[CH:40]\[CH2:41][CH2:42][CH2:43][CH2:44][CH3:45].Cl>ClCCl.CN(C1C=CN=CC=1)C>[CH3:1][C:2]1[NH:6][C:5]([N+:10]([O-:12])=[O:11])=[C:4]([CH2:13][CH2:14][O:46][C:28](=[O:47])[CH2:29][CH2:30][CH2:31][CH2:32][CH2:33][CH2:34][CH2:35]/[CH:36]=[CH:37]\[CH2:38]/[CH:39]=[CH:40]\[CH2:41][CH2:42][CH2:43][CH2:44][CH3:45])[N:3]=1. Procedure: To a suspension of metronidazole (1.9 g) in dry dichloromethane (20 ml) was added successively 4-(N,N-dimethylamino)pyridine (1.22 g), 1,3-dicyclohexylcarbodiimide (2.2 g) and linoleic acid (2.8 g). The mixture was stirred at room temperature overnight. To the reaction was added 2M hydrochloric acid (20 ml) and stirring was continued. After filtration the organic layer was separated, washed with 50% saturated brine and finally with saturated aqueous sodium bicarbonate. The dichloromethane soluti... Reactants: OC1=C2C(CC(OC2=CC=C1)C1=CC=CC=C1)=O (5-hydroxy-flavanone), P(=O)(Cl)(Cl)Cl (phosphorous oxychloride), CN(C=O)C (dimethylformamide). The product is ClC1=C(C(OC2=CC=CC(=C12)O)C1=CC=CC=C1)C=O (4-chloro-3-formyl-5-hydroxy-flav-3-ene). RXN SMILES: [OH:1][C:2]1[CH:11]=[CH:10][CH:9]=[C:8]2[C:3]=1[C:4](=O)[CH2:5][CH:6]([C:12]1[CH:17]=[CH:16][CH:15]=[CH:14][CH:13]=1)[O:7]2.P(Cl)(Cl)([Cl:21])=O.CN(C)[CH:26]=[O:27]>>[Cl:21][C:4]1[C:3]2[C:8](=[CH:9][CH:10]=[CH:11][C:2]=2[OH:1])[O:7][CH:6]([C:12]2[CH:17]=[CH:16][CH:15]=[CH:14][CH:13]=2)[C:5]=1[CH:26]=[O:27]. Procedure: As in example 1, but using 2.4 g 5-hydroxy-flavanone, 20 ml dimethylformamide and 2.8 ml phosphorous oxychloride. Reaction time is forty hours at 75° C. After hydrolysis and usual work up the residual solid is purified by column chromatography. The best fractions are recrystallised in a mixture of toluene and hexane to give pure yellow crystalline 4-chloro-3-formyl-5-hydroxy-flav-3-ene; m.p. 165° C. The reactants are CC(C)(S(=O)(=O)C)C=1C=C2C=CC=NC2=C(C1)C=1C=C(C=CC1)C=1C=CC(NC1C1=CC=C(C=C1)S(=O)(=O)C)=O (5-(3-{6-[1-methyl-1-(methylsulfonyl)ethyl]quinolin-8-yl}phenyl)-6-[4-(methylsulfonyl)phenyl]pyridin-2(1H)-one), [H-].[Na+] (NaH), CI (MeI). Solvent: [NH4+].[Cl-] (NH4Cl), CN(C)C=O (DMF). Conditions: time 1 hour. The product is CN1C(C=CC(=C1C1=CC=C(C=C1)S(=O)(=O)C)C1=CC(=CC=C1)C=1C=C(C=C2C=CC=NC12)C(C)(S(=O)(=O)C)C)=O (1-methyl-5-(3-{6-[1-methyl-1-(methylsulfonyl)ethyl]quinolin-8-yl}phenyl)-6-[4-(methylsulfonyl)phenyl]pyridin-2(1H)-one). As a reaction SMILES: [CH3:1][C:2]([C:8]1[CH:9]=[C:10]2[C:15](=[C:16]([C:18]3[CH:19]=[C:20]([C:24]4[CH:25]=[CH:26][C:27](=[O:40])[NH:28][C:29]=4[C:30]4[CH:35]=[CH:34][C:33]([S:36]([CH3:39])(=[O:38])=[O:37])=[CH:32][CH:31]=4)[CH:21]=[CH:22][CH:23]=3)[CH:17]=1)[N:14]=[CH:13][CH:12]=[CH:11]2)([S:4]([CH3:7])(=[O:6])=[O:5])[CH3:3].[H-].[Na+].[CH3:43]I>CN(C=O)C.[NH4+].[Cl-]>[CH3:43][N:28]1[C:29]([C:30]2[CH:31]=[CH:32][C:33]([S:36]([CH3:39])(=[O:38])=[O:37])=[CH:34][CH:35]=2)=[C:24]([C:20]2[CH:21]=[CH:22][CH:23]=[C:18]([C:16]3[CH:17]=[C:8]([C:2]([CH3:1])([S:4]([CH3:7])(=[O:6])=[O:5])[CH3:3])[CH:9]=[C:10]4[C:15]=3[N:14]=[CH:13][CH:12]=[CH:11]4)[CH:19]=2)[CH:25]=[CH:26][C:27]1=[O:40] |f:1.2,5.6|. Reported procedure: To a solution of EXAMPLE 158 in DMF (0.05M) at 0° C. was added NaH (1.1 eq) followed by MeI (6 eq). The reaction mixture was stirred at rt for 1 h, diluted with NH4Cl solution and extracted with EtOAc. The organic extracts were washed with brine, dried over MgSO4, filtered and concentrated. The residue was purified by flash chromatography (hexane:EtOAc, 70:30, then EtOH:EtOAc, 12:88) to afforded the title compound and EXAMPLE 160. Reported procedure: Following the procedure described above in Example 1, 4-[(3-bromo-4-methylphenyl)amino]-6-fluoro-[1,7]naphthyridine-3-carbonitrile (300 mg, 1.1 mmol, 1 eq) was reacted with pyridine-3-ylmethylamine (2.8 mL, 20 eq). The crude product was purified via preparative HPLC to obtain 55 mg product (14% yield): HRMS (ESI+) calcd for C22H17BrN6 445.0771 (M+H), found (M+H) 445.0761. Yield: 14.0%. RXN SMILES: [Br:1][C:2]1[CH:3]=[C:4]([NH:9][C:10]2[C:19]3[C:14](=[CH:15][N:16]=[C:17](F)[CH:18]=3)[N:13]=[CH:12][C:11]=2[C:21]#[N:22])[CH:5]=[CH:6][C:7]=1[CH3:8].[N:23]1[CH:28]=[CH:27][CH:26]=[C:25]([CH2:29][NH2:30])[CH:24]=1>>[Br:1][C:2]1[CH:3]=[C:4]([NH:9][C:10]2[C:19]3[C:14](=[CH:15][N:16]=[C:17]([NH:30][CH2:29][C:25]4[CH:24]=[N:23][CH:28]=[CH:27][CH:26]=4)[CH:18]=3)[N:13]=[CH:12][C:11]=2[C:21]#[N:22])[CH:5]=[CH:6][C:7]=1[CH3:8]. The reactants are BrC=1C=C(C=CC1C)NC1=C(C=NC2=CN=C(C=C12)F)C#N (4-[(3-bromo-4-methylphenyl)amino]-6-fluoro-[1,7]naphthyridine-3-carbonitrile), N1=CC(=CC=C1)CN (pyridine-3-ylmethylamine). Product: BrC=1C=C(C=CC1C)NC1=C(C=NC2=CN=C(C=C12)NCC=1C=NC=CC1)C#N (4-[(3-bromo-4-methylphenyl)amino]-6-[(pyridine-3-ylmethyl)amino]-1,7-naphthyridine-3-carbonitrile). Reactants: C(C)(C)[Mg]Cl (isopropylmagnesium chloride), O1C2=C(OCC1)C=C(C=C2)[Mg]Br ((2,3-dihydrobenzo[b][1,4]dioxin-6-yl)magnesium bromide), Cl (HCl), CON(C([C@H](C)NC(OC(C)(C)C)=O)=O)C ((S)-tert-butyl 1-(methoxy(methyl)amino)-1-oxopropan-2-ylcarbamate). Run in CC(C)(C)OC (TBME), C1CCOC1 (THF), C1CCOC1 (THF), C1CCOC1 (THF), COC(C)(C)C (tert-butyl methyl ether), CC(C)(C)OC (TBME), O (water). Run at temperature -17.5 celsius, time 17 hour. The product is O1C2=C(OCC1)C=C(C=C2)C([C@H](C)NC(OC(C)(C)C)=O)=O ((S)-tert-butyl 1-(2,3-dihydrobenzo[b][1,4]dioxin-6-yl)-1-oxopropan-2-ylcarbamate). Reaction SMILES: CON(C)[C:4](=[O:15])[C@@H:5]([NH:7][C:8](=[O:14])[O:9][C:10]([CH3:13])([CH3:12])[CH3:11])[CH3:6].C([Mg]Cl)(C)C.[O:22]1[CH2:27][CH2:26][O:25][C:24]2[CH:28]=[C:29]([Mg]Br)[CH:30]=[CH:31][C:23]1=2.Cl>C1COCC1.CC(OC)(C)C.O>[O:22]1[CH2:27][CH2:26][O:25][C:24]2[CH:28]=[C:29]([C:4](=[O:15])[C@@H:5]([NH:7][C:8](=[O:14])[O:9][C:10]([CH3:11])([CH3:12])[CH3:13])[CH3:6])[CH:30]=[CH:31][C:23]1=2. Reported procedure: A suspension of (S)-tert-butyl 1-(methoxy(methyl)amino)-1-oxopropan-2-ylcarbamate (3 g, 12.92 mmol) in THF (30 mL) was placed under a protective atmosphere of Argon and cooled down to −15 to −20° C., isopropylmagnesium chloride, 2M in THF (6.5 mL, 13.00 mmol) was added keeping the temperature below −10° C. The slurry started to dissolve, temperature was allowed to reach 0° C., a freshly prepared solution of (2,3-dihydrobenzo[b][1,4]dioxin-6-yl)magnesium bromide, 0.7M in THF (20 mL, 14.00 mmol) w...